From a dataset of the Open Reaction Database (ORD), a public repository of structured organic reaction records. describe an organic reaction: reactants, conditions, products, and yield The reactants are S(=O)(Cl)Cl (Thionyl chloride), Cl.Cl.C[C@@H]1CN(C[C@@H](N1)C)CCCO (3-(3,5-cis-dimethylpiperazino)propanol dihydrochloride). The product is Cl.Cl.C[C@@H]1CN(C[C@@H](N1)C)CCCCl (3-(3,5-cis-Dimethylpiperazino)propyl chloride dihydrochloride). Reaction SMILES: S(Cl)([Cl:3])=O.[ClH:5].Cl.[CH3:7][C@H:8]1[NH:13][C@@H:12]([CH3:14])[CH2:11][N:10]([CH2:15][CH2:16][CH2:17]O)[CH2:9]1>>[ClH:3].[ClH:5].[CH3:7][C@H:8]1[NH:13][C@@H:12]([CH3:14])[CH2:11][N:10]([CH2:15][CH2:16][CH2:17][Cl:5])[CH2:9]1 |f:1.2.3,4.5.6|. Procedure: Thionyl chloride (300 g) was slowly added to 3-(3,5-cis-dimethylpiperazino)propanol dihydrochloride (200 g). The reaction was gently refluxed for an hour followed by removal of excess thionyl chloride by vacuum distillation. The resulting solid was washed with several portions of benzene then several portions of ether, m.p. 291°-292°. The reactants are [BH4-], Cn1ccnc1C=O, CO, NCCc1ccc(Cl)cc1, [Na+], [Na+], [Na+], O=S(=O)([O-])[O-]. Yields the product Cn1ccnc1CNCCc1ccc(Cl)cc1. RXN SMILES: [BH4-:26].[CH3:18][n:19]1[c:20]([CH:24]=[O:25])[n:21][cH:22][cH:23]1.[CH3:28][OH:29].[Cl:1][c:2]1[cH:3][cH:4][c:5]([CH2:8][CH2:9][NH2:10])[cH:6][cH:7]1.[Na+:11].[Na+:12].[Na+:27].[O-:13][S:14](=[O:15])(=[O:16])[O-:17]>>[Cl:1][c:2]1[cH:3][cH:4][c:5]([CH2:8][CH2:9][NH:10][CH2:24][c:20]2[n:19]([CH3:18])[cH:23][cH:22][n:21]2)[cH:6][cH:7]1. Starting materials: ClC=1C=C(C=CC1Cl)C1=CC(=C2C(=N1)CCC2)NC2=CC=C(C=C2)CC(=O)OCC (ethyl 2-(4-((2-(3,4-dichlorophenyl)-6,7-dihydro-5H-cyclopenta[b]pyridine-4-yl)amino)phenyl)acetate), NC1=CC=C(CCO)C=C1 (4-aminophenethyl alcohol), hydrochloride salt. Procedure details: Following General Procedure B2, ethyl 2-(4-((2-(3,4-dichlorophenyl)-6,7-dihydro-5H-cyclopenta[b]pyridine-4-yl)amino)phenyl)acetate (0.075 g, 0.25 mmol) was reacted with 4-aminophenethyl alcohol (0.052 g, 0.38 mmol), followed by the formation of the hydrochloride salt to afford the title compound (0.018 g, 25%) as an off-white solid. MW=435.77. 1H NMR (DMSO-d6, 500 MHz) δ 14.40 (s, 1H), 9.77 (s, 1H), 8.15 (d, J=2.2 Hz, 1H), 7.82 (d, J=8.5 Hz, 1H), 7.77-7.73 (m, 1H), 7.32 (s, 4H), 7.04 (s, 1H), 4.... Reaction SMILES: [Cl:1][C:2]1[CH:3]=[C:4]([C:9]2[N:14]=[C:13]3[CH2:15][CH2:16][CH2:17][C:12]3=[C:11]([NH:18][C:19]3[CH:24]=[CH:23][C:22]([CH2:25][C:26](OCC)=[O:27])=[CH:21][CH:20]=3)[CH:10]=2)[CH:5]=[CH:6][C:7]=1[Cl:8].NC1C=CC(CCO)=CC=1>>[ClH:1].[Cl:1][C:2]1[CH:3]=[C:4]([C:9]2[N:14]=[C:13]3[CH2:15][CH2:16][CH2:17][C:12]3=[C:11]([NH:18][C:19]3[CH:20]=[CH:21][C:22]([CH2:25][CH2:26][OH:27])=[CH:23][CH:24]=3)[CH:10]=2)[CH:5]=[CH:6][C:7]=1[Cl:8] |f:2.3|. Product: Cl.ClC=1C=C(C=CC1Cl)C1=CC(=C2C(=N1)CCC2)NC2=CC=C(C=C2)CCO (2-(4-((2-(3,4-Dichlorophenyl)-6,7-dihydro-5H-cyclopenta[b]pyridin-4-yl)amino)phenyl)ethanol hydrochloride). The yield is 33.0%. Conditions: temperature 60 celsius. Reaction SMILES: [F:1][C:2]([F:16])([F:15])[C:3]1[CH:8]=[CH:7][C:6]([C@:9]23[CH2:14][C@H:13]2[CH2:12][NH:11][CH2:10]3)=[CH:5][CH:4]=1.CS(O[CH2:22][CH2:23][CH2:24][CH2:25][C:26]1[N:30]([CH3:31])[C:29]([S:32][CH2:33][CH:34]2[CH2:36][CH2:35]2)=[N:28][N:27]=1)(=O)=O.[I-].[Na+].C(=O)([O-])[O-].[K+].[K+].C([O-])(O)=O.[Na+].[Cl:50]CCl>CN(C)C=O>[ClH:50].[CH:34]1([CH2:33][S:32][C:29]2[N:30]([CH3:31])[C:26]([CH2:25][CH2:24][CH2:23][CH2:22][N:11]3[CH2:12][C@H:13]4[C@:9]([C:6]5[CH:5]=[CH:4][C:3]([C:2]([F:1])([F:15])[F:16])=[CH:8][CH:7]=5)([CH2:14]4)[CH2:10]3)=[N:27][N:28]=2)[CH2:35][CH2:36]1 |f:2.3,4.5.6,7.8,11.12|. Starting materials: FC(C1=CC=C(C=C1)[C@]12CNC[C@@H]2C1)(F)F ((1S,5R)-1-[4-(trifluoromethyl)phenyl]-3-azabicyclo[3.1.0]hexane), CS(=O)(=O)OCCCCC1=NN=C(N1C)SCC1CC1 (4-{5-[(cyclopropylmethyl)thio]-4-methyl-4H-1,2,4-triazol-3-yl}butyl methanesulfonate), C(=O)(O)[O-].[Na+] (NaHCO3), ClCCl (Dichloromethane), [I-].[Na+] (Sodium Iodide), C([O-])([O-])=O.[K+].[K+] (potassium carbonate). Procedure details: (1S,5R)-1-[4-(trifluoromethyl)phenyl]-3-azabicyclo[3.1.0]hexane (70 mg) and 4-{5-[(cyclopropylmethyl)thio]-4-methyl-4H-1,2,4-triazol-3-yl}butyl methanesulfonate (70 mg) were dissolved in dimethylformamide (0.6 ml). Sodium Iodide (12 mg) and potassium carbonate (35 mg) were added. Reaction was heated at 60° C. for 20 h. Dichloromethane and NaHCO3 saturated solution were added. Solvent was removed, under reduced pressure, from organic phase. Crude was purified by silica column to give the free bas... The solvent is CN(C=O)C (dimethylformamide). The product is Cl.C1(CC1)CSC=1N(C(=NN1)CCCCN1C[C@]2(C[C@H]2C1)C1=CC=C(C=C1)C(F)(F)F)C ((1S,5R)-3-(4-{5-[(cyclopropylmethyl)thio]-4-methyl-4H-1,2,4-triazol-3-yl}butyl)-1-[4-(trifluoromethyl)phenyl]-3-azabicyclo[3.1.0]hexane hydrochloride). Reactants: COCc1nc2c(c(Nc3ccc(C(F)(F)F)cc3)n1)CCN(Cc1ccccc1)C2, CCN(C(C)C)C(C)C, CC(Cl)OC(=O)Cl, ClCCCl. RXN SMILES: [CH2:8]([c:9]1[cH:10][cH:11][cH:12][cH:13][cH:14]1)[N:15]1[CH2:16][c:17]2[n:18][c:19]([CH2:36][O:37][CH3:38])[n:20][c:21]([NH:25][c:26]3[cH:27][cH:28][c:29]([C:32]([F:33])([F:34])[F:35])[cH:30][cH:31]3)[c:22]2[CH2:23][CH2:24]1.[CH:39]([N:40]([CH:41]([CH3:42])[CH3:43])[CH2:44][CH3:45])([CH3:46])[CH3:47].[Cl:1][C:2]([O:3][CH:4]([Cl:5])[CH3:6])=[O:7].[Cl:48][CH2:49][CH2:50][Cl:51]>>[NH:15]1[CH2:16][c:17]2[n:18][c:19]([CH2:36][O:37][CH3:38])[n:20][c:21]([NH:25][c:26]3[cH:27][cH:28][c:29]([C:32]([F:33])([F:34])[F:35])[cH:30][cH:31]3)[c:22]2[CH2:23][CH2:24]1. Product: COCc1nc2c(c(Nc3ccc(C(F)(F)F)cc3)n1)CCNC2.